From a dataset of the Open Reaction Database (ORD), a public repository of structured organic reaction records. describe an organic reaction: reactants, conditions, products, and yield Starting materials: C(C1=CC=NC=C1)(=N)N (isonicotinamidine), N1=C(C=CC=C1)C(=N)N (pyridine carboxamidine), 4-amino-2-Q-pyrimidines. Yields the product NC1=NC(=NC=C1)C1=NC=CC=C1 (4-Amino-2-(2-pyridinyl)pyrimidine). As a reaction SMILES: C(N)(=N)[C:2]1C=C[N:5]=[CH:4][CH:3]=1.[N:10]1[CH:15]=[CH:14][CH:13]=[CH:12][C:11]=1[C:16]([NH2:18])=[NH:17]>>[NH2:5][C:4]1[CH:3]=[CH:2][N:18]=[C:16]([C:11]2[CH:12]=[CH:13][CH:14]=[CH:15][N:10]=2)[N:17]=1. Reported procedure: Following the procedure described in Example A-1 but using in place of isonicotinamidine a molar equivalent quantity in the appropriate pyridine carboxamidine, i.e., Q--C(=NH)NH2, the 4-amino-2-Q-pyrimidines of Examples A-10 through A-13 are obtained: Starting materials: O=C(O)C1(c2ccc(Cl)c(Cl)c2)CC1CBr, CO, Cc1ccccc1, O=S(Cl)Cl. The product is COC(=O)C1(c2ccc(Cl)c(Cl)c2)CC1CBr. RXN SMILES: [Br:1][CH2:2][CH:3]1[C:4]([C:6](=[O:7])[OH:8])([c:9]2[cH:10][c:11]([Cl:16])[c:12]([Cl:15])[cH:13][cH:14]2)[CH2:5]1.[CH3:21][OH:22].[CH3:23][c:24]1[cH:25][cH:26][cH:27][cH:28][cH:29]1.[S:17]([Cl:18])([Cl:19])=[O:20]>>[Br:1][CH2:2][CH:3]1[C:4]([C:6]([O:7][CH3:21])=[O:8])([c:9]2[cH:10][c:11]([Cl:16])[c:12]([Cl:15])[cH:13][cH:14]2)[CH2:5]1. Reactants: ClC1=CC=C(S1)B(O)O (5-chloro-2-thiophenylboronic acid), N1(C=NC=C1)CC=1C=CC(=NC1)Br (5-Imidazol-1-ylmethyl-2-bromopyridine). Product: ClC1=CC=C(S1)C1=NC=C(C=C1)CN1C=NC=C1 (2-(5-Chloro-thiophen-2-yl)-5-imidazol-1-ylmethyl-pyridine). Reaction SMILES: [Cl:1][C:2]1[S:6][C:5](B(O)O)=[CH:4][CH:3]=1.[N:10]1([CH2:15][C:16]2[CH:17]=[CH:18][C:19](Br)=[N:20][CH:21]=2)[CH:14]=[CH:13][N:12]=[CH:11]1>>[Cl:1][C:2]1[S:6][C:5]([C:19]2[CH:18]=[CH:17][C:16]([CH2:15][N:10]3[CH:14]=[CH:13][N:12]=[CH:11]3)=[CH:21][N:20]=2)=[CH:4][CH:3]=1. Reported procedure: Synthesized using 5-chloro-2-thiophenylboronic acid (205 mg, 1.26 mmol) and 1a (150 mg, 0.63 mmol) according to Method C. Yellow solid. Yield: 83 mg, 0.30 mmol, 47%. 1H NMR (CDCl3, 500 MHz): δH (ppm): 5.17 (s, 2H), 6.91-6.92 (m, 2H), 7.13 (s, 1H), 7.33 (d, J=4.0 Hz, 1H), 7.46 (dd, J=8.2, 2.1 Hz, 1H), 7.55 (d, J=8.2 Hz, 1H), 7.80 (s, 1H), 8.42 (d, J=1.5 Hz, 1H); 13C NMR (CDCl3, 125 MHz): δC (ppm)=48.3, 118.16, 119.1, 124.2, 127.3, 129.5, 129.8, 133.1, 135.9, 137.2, 142.5, 148.5, 152.1; MS (ESI): ... The reactants are ClC=1C=CC2=C(NC(CC(C2=O)=CN(C)C)=O)C1 (8-chloro-4-dimethylaminomethylene-3,4-dihydro-1H-benzo[b]azepine-2,5-dione), [N+](=O)(O)[O-].COC=1C=C(C=C(C1)OC)NC(=N)N (N-(3,5-dimethoxy-phenyl)-guanidine nitrate). Yields the product ClC=1C=CC2=C(NC(CC3=C2N=C(N=C3)NC3=CC(=CC(=C3)OC)OC)=O)C1 (9-Chloro-2-(3,5-dimethoxy-phenylamino)-5H,7H-benzo[b]pyrimido[4,5-d]azepin-6-one). RXN SMILES: [Cl:1][C:2]1[CH:3]=[CH:4][C:5]2[C:11](=O)[C:10](=[CH:13]N(C)C)[CH2:9][C:8](=[O:17])[NH:7][C:6]=2[CH:18]=1.[N+]([O-])(O)=O.[CH3:23][O:24][C:25]1[CH:26]=[C:27]([NH:33][C:34]([NH2:36])=[NH:35])[CH:28]=[C:29]([O:31][CH3:32])[CH:30]=1>>[Cl:1][C:2]1[CH:3]=[CH:4][C:5]2[C:11]3[N:35]=[C:34]([NH:33][C:27]4[CH:28]=[C:29]([O:31][CH3:32])[CH:30]=[C:25]([O:24][CH3:23])[CH:26]=4)[N:36]=[CH:13][C:10]=3[CH2:9][C:8](=[O:17])[NH:7][C:6]=2[CH:18]=1 |f:1.2|. Reported procedure: In a manner similar to that described for method I, 8-chloro-4-dimethylaminomethylene-3,4-dihydro-1H-benzo[b]azepine-2,5-dione (v-j) and N-(3,5-dimethoxy-phenyl)-guanidine nitrate were converted to I-55 (62%): HRMS Calcd. for C20H17ClN4O3: 397.1067, Found 397.1056. The reactants are CC=1OC2=C(C(C1[N+](=O)[O-])=O)C=CC=C2 (2-methyl-3-nitro-4H-1-benzopyran-4-one). The reagents and catalysts are [Pd] (palladium on charcoal). Run in C(C)O (ethanol). Reaction conditions: time 40 minute. Yields the product CC=1OC2=C(C(C1N)=O)C=CC=C2 (2-Methyl-3-amino-4H-1-benzopyran-4-one). Isolated yield 5.6%. As a reaction SMILES: [CH3:1][C:2]1[O:3][C:4]2[CH:15]=[CH:14][CH:13]=[CH:12][C:5]=2[C:6](=[O:11])[C:7]=1[N+:8]([O-])=O>[Pd].C(O)C>[CH3:1][C:2]1[O:3][C:4]2[CH:15]=[CH:14][CH:13]=[CH:12][C:5]=2[C:6](=[O:11])[C:7]=1[NH2:8]. Reported procedure: A mixture of 2-methyl-3-nitro-4H-1-benzopyran-4-one (5.0g, 0.244 mole) and 10% palladium on charcoal (0.75g) in ethanol (250 ml) was shaken under a hydrogen atmosphere in a Parr shaker for 40 minutes. The catalyst was filtered off, and the solvent was removed under reduced pressure to give yellow solids. Recrystallization from benzene gave yellow crystals (2.4g, 56%), m.p. 118°-20° C. Starting materials: Cc1cc(Oc2ccccc2)c2cccc(Br)c2n1, Cc1cc(C)c(B(O)O)c(C)c1, O, c1ccc(P(c2ccccc2)(c2ccccc2)[Pd](P(c2ccccc2)(c2ccccc2)c2ccccc2)(P(c2ccccc2)(c2ccccc2)c2ccccc2)P(c2ccccc2)(c2ccccc2)c2ccccc2)cc1. Reaction SMILES: [CH3:1][c:2]1[n:3][c:4]2[c:5]([Br:19])[cH:6][cH:7][cH:8][c:9]2[c:10]([O:12][c:13]2[cH:14][cH:15][cH:16][cH:17][cH:18]2)[cH:11]1.[CH3:20][c:21]1[c:22]([B:29]([OH:30])[OH:31])[c:23]([CH3:28])[cH:24][c:25]([CH3:27])[cH:26]1.[OH2:109].[cH:32]1[cH:33][cH:34][c:35]([P:36]([Pd:37]([P:38]([c:39]2[cH:40][cH:41][cH:42][cH:43][cH:44]2)([c:45]2[cH:46][cH:47][cH:48][cH:49][cH:50]2)[c:51]2[cH:52][cH:53][cH:54][cH:55][cH:56]2)([P:57]([c:58]2[cH:59][cH:60][cH:61][cH:62][cH:63]2)([c:64]2[cH:65][cH:66][cH:67][cH:68][cH:69]2)[c:70]2[cH:71][cH:72][cH:73][cH:74][cH:75]2)[P:76]([c:77]2[cH:78][cH:79][cH:80][cH:81][cH:82]2)([c:83]2[cH:84][cH:85][cH:86][cH:87][cH:88]2)[c:89]2[cH:90][cH:91][cH:92][cH:93][cH:94]2)([c:95]2[cH:96][cH:97][cH:98][cH:99][cH:100]2)[c:101]2[cH:102][cH:103][cH:104][cH:105][cH:106]2)[cH:107][cH:108]1>>[CH3:1][c:2]1[n:3][c:4]2[c:5](-[c:22]3[c:21]([CH3:20])[cH:26][c:25]([CH3:27])[cH:24][c:23]3[CH3:28])[cH:6][cH:7][cH:8][c:9]2[c:10]([O:12][c:13]2[cH:14][cH:15][cH:16][cH:17][cH:18]2)[cH:11]1. Yields the product Cc1cc(C)c(-c2cccc3c(Oc4ccccc4)cc(C)nc23)c(C)c1. Reaction SMILES: [S:1]1[CH:5]=[CH:4][CH:3]=[C:2]1[CH2:6][C:7]([NH:9][CH:10]1[C:31](=[O:32])[N:12]2[C:13]([C:18]([O:20]CC3C=CC([N+]([O-])=O)=CC=3)=[O:19])=[C:14]([F:17])[CH2:15][S:16][C@H:11]12)=[O:8]>[Pd].CO>[S:1]1[CH:5]=[CH:4][CH:3]=[C:2]1[CH2:6][C:7]([NH:9][CH:10]1[C:31](=[O:32])[N:12]2[C:13]([C:18]([OH:20])=[O:19])=[C:14]([F:17])[CH2:15][S:16][C@H:11]12)=[O:8]. Reagents/catalysts: [Pd] (palladium on carbon). Procedure: To 110 ml. of methanol and 83 mg. of pre-reduced 5 percent palladium on carbon were added 83 mg. of p-nitrobenzyl 7-[2-(2-thienyl)acetamido]-3-fluoro-3-cephem-4-carboxylate. The mixture was hydrogenated at 53 psig. for one hour. The resulting mixture was filtered, the filtered catalyst was washed with methanol, and the methanol washings were added to the filtrate. The filtrate was then evaporated in vacuo. The residue was dissolved in ethyl acetate, and the ethyl acetate solution was extracted w... Conditions: time 1 hour. Solvent: CO (methanol). The reactants are S1C(=CC=C1)CC(=O)NC1[C@@H]2N(C(=C(CS2)F)C(=O)OCC2=CC=C(C=C2)[N+](=O)[O-])C1=O (p-nitrobenzyl 7-[2-(2-thienyl)acetamido]-3-fluoro-3-cephem-4-carboxylate). Product: S1C(=CC=C1)CC(=O)NC1[C@@H]2N(C(=C(CS2)F)C(=O)O)C1=O (7-[2-(2-Thienyl)acetamido]-3-fluoro-3-cephem-4-carboxylic acid).